This data is from the Open Reaction Database (ORD), a public repository of structured organic reaction records. The task is: describe an organic reaction: reactants, conditions, products, and yield The reactants are ClCCCl, ClC(Cl)Cl, O=C(O)Cc1ccc(Cl)cc1, Cl, CC(C)(C)OC(=O)N1CCN(c2nc(NC3CCNC3)nc3ccccc23)CC1, [Na+], O, On1nnc2ccccc21, O=C([O-])O. The product is CC(C)(C)OC(=O)N1CCN(c2nc(NC3CCN(C(=O)Cc4ccc(Cl)cc4)C3)nc3ccccc23)CC1. RXN SMILES: [CH2:52]([Cl:53])[CH2:54][Cl:55].[CH:62]([Cl:63])([Cl:64])[Cl:65].[Cl:30][c:31]1[cH:32][cH:33][c:34]([CH2:37][C:38](=[O:39])[OH:40])[cH:35][cH:36]1.[ClH:56].[NH:1]1[CH2:2][CH:3]([NH:6][c:7]2[n:8][c:9]3[cH:10][cH:11][cH:12][cH:13][c:14]3[c:15]([N:17]3[CH2:18][CH2:19][N:20]([C:23](=[O:24])[O:25][C:26]([CH3:27])([CH3:28])[CH3:29])[CH2:21][CH2:22]3)[n:16]2)[CH2:4][CH2:5]1.[Na+:57].[OH2:51].[OH:41][n:42]1[c:43]2[c:44]([cH:45][cH:46][cH:47][cH:48]2)[n:49][n:50]1.[OH:58][C:59](=[O:60])[O-:61]>>[N:1]1([C:38]([CH2:37][c:34]2[cH:33][cH:32][c:31]([Cl:30])[cH:36][cH:35]2)=[O:39])[CH2:2][CH:3]([NH:6][c:7]2[n:8][c:9]3[cH:10][cH:11][cH:12][cH:13][c:14]3[c:15]([N:17]3[CH2:18][CH2:19][N:20]([C:23](=[O:24])[O:25][C:26]([CH3:27])([CH3:28])[CH3:29])[CH2:21][CH2:22]3)[n:16]2)[CH2:4][CH2:5]1. Reactants: BrCCCOC1=C(C(=CC=C1)C)N (2-(3-bromo-propoxy)-6-methyl-phenylamine), C([O-])([O-])=O.[K+].[K+] (potassium carbonate). The solvent is C(C)#N (acetonitrile). Conditions: temperature 70 celsius. Product: CC1=CC=CC2=C1NCCCO2 (1-methyl-6,7,8,9-tetrahydro-5-oxa-9-aza-benzocycloheptene). The yield is 68.9%. Reaction SMILES: Br[CH2:2][CH2:3][CH2:4][O:5][C:6]1[CH:11]=[CH:10][CH:9]=[C:8]([CH3:12])[C:7]=1[NH2:13].C(=O)([O-])[O-].[K+].[K+]>C(#N)C>[CH3:12][C:8]1[C:7]2[NH:13][CH2:2][CH2:3][CH2:4][O:5][C:6]=2[CH:11]=[CH:10][CH:9]=1 |f:1.2.3|. Procedure details: To 2-(3-bromo-propoxy)-6-methyl-phenylamine (4.8 g, 20 mmol) in acetonitrile (200 mL) was added potassium carbonate (13.8 g, 100 mmol). The mixture was heated at 70° C. for 24 hrs, followed by the filtration to remove solids. After evaporation, the mixture was repartitioned with ethyl acetate (250 mL) and water (150 mL). The organic layer was then washed with brine (150 mL) and dried over MgSO4. Evaporation followed by purification by silica gel column chromatography eluting with hexane/ethyl ac... Reactants: Cc1cc(C(C)(C)C)cc(C)c1C(=O)O, ClCCl, O=S(Cl)Cl. The product is COC(=O)c1c(C)cc(C(C)(C)C)cc1C. RXN SMILES: [C:1]([CH3:2])([CH3:3])([CH3:4])[c:5]1[cH:6][c:7]([CH3:15])[c:8]([C:9](=[O:10])[OH:11])[c:12]([CH3:14])[cH:13]1.[CH2:20]([Cl:21])[Cl:22].[S:16]([Cl:17])([Cl:18])=[O:19]>>[C:1]([CH3:2])([CH3:3])([CH3:4])[c:5]1[cH:6][c:7]([CH3:15])[c:8]([C:9](=[O:10])[O:11][CH3:20])[c:12]([CH3:14])[cH:13]1. Reactants: [Br-].FC1=CC=C(CCC2=C(C=C(C[P+](C3=CC=CC=C3)(C3=CC=CC=C3)C3=CC=CC=C3)C=C2)C(=O)OC)C=C1 (4-(4-fluorophenethyl)-3-methoxycarbonylbenzyl triphenylphosphonium bromide), C(CO)=O (glycolaldehyde), C([O-])([O-])=O.[K+].[K+] (potassium carbonate), C1COCCOCCOCCOCCOCCO1 (18-crown-6). Solvent: ClCCl (dichloromethane), O (water). Conditions: time 2 day. The product is FC1=CC=C(C=C1)C1=C(C(=O)OC)C=CC(=C1)C=CCO (methyl 2-(4-fluorophenyl)-4-(3-hydroxyprop-1-en-1-yl)benzoate). RXN SMILES: [Br-].[F:2][C:3]1[CH:40]=[CH:39][C:6]([CH2:7][CH2:8][C:9]2[CH:34]=[CH:33][C:12]([CH2:13][P+](C3C=CC=CC=3)(C3C=CC=CC=3)C3C=CC=CC=3)=C[C:10]=2[C:35](OC)=O)=[CH:5][CH:4]=1.[CH:41](=[O:44])CO.[C:45](=O)([O-])[O-:46].[K+].[K+].C1OCCOCCOCCOCCOCC[O:53]C1>ClCCl.O>[F:2][C:3]1[CH:4]=[CH:5][C:6]([C:7]2[CH:8]=[C:9]([CH:10]=[CH:35][CH2:41][OH:44])[CH:34]=[CH:33][C:12]=2[C:13]([O:46][CH3:45])=[O:53])=[CH:39][CH:40]=1 |f:0.1,3.4.5|. Reported procedure: A mixture of 4-(4-fluorophenethyl)-3-methoxycarbonylbenzyl triphenylphosphonium bromide (27 g, 46 mmol), glycolaldehyde (7.2 g; 92 mmol), potassium carbonate (13 g; 92 mmol) and 18-crown-6 (0.2 g) in dichloromethane (300 ml) was stirred for 2 days at ambient temperature under argon atmosphere. After addition of distilled water and extraction, the solution was evaporated to dryness to give methyl 2-(4-fluorophenyl)-4-(3-hydroxyprop-1-en-1-yl)benzoate which was used in the next step without furthe... Reactants: [Cl-].C1(=CC=CC=C1)[N+]1=NC=C(C(=C1Cl)Cl)N (1-phenyl-4-amino-5,6-dichloropyridazinium chloride), 50, NC(=O)N (urea), [OH-].[Na+] (caustic soda). Product: [Cl-].C1(=CC=CC=C1)[N+]1=NC=C(C(=C1N)Cl)N (1-phenyl-4-amino-5-chloro-6-aminopyridazinium chloride). The yield is 82.5%. Reaction SMILES: [Cl-].[C:2]1([N+:8]2[C:13]([Cl:14])=[C:12]([Cl:15])[C:11]([NH2:16])=[CH:10][N:9]=2)[CH:7]=[CH:6][CH:5]=[CH:4][CH:3]=1.[NH2:17]C(N)=O.[OH-].[Na+]>>[Cl-:14].[C:2]1([N+:8]2[C:13]([NH2:17])=[C:12]([Cl:15])[C:11]([NH2:16])=[CH:10][N:9]=2)[CH:7]=[CH:6][CH:5]=[CH:4][CH:3]=1 |f:0.1,3.4,5.6|. Procedure details: 15 parts of 1-phenyl-4-amino-5,6-dichloropyridazinium chloride is slowly introduced into a melt of 50 parts of urea (temperature about 130° C). After 15 minutes the melt is cooled and 150 parts of a 10% by weight caustic soda solution is added. A crystalline substance separates out (melting point 180° to 181° C after having been recrystallized from acetonitrile) which is dissolved in 50 parts of concentrated hydrochloric acid. The hydrochloric acid solution is evaporated and the oil which remain... Reactants: CN(C=CC(=O)C=1C=C(C=NC1)C(=O)OC)C (methyl 5-(3-dimethylamino-1-oxo-2-propenyl)-3-pyridinecarboxylate), C(C)(=O)O (acetic acid), O.NN (hydrazine monohydrate). Solvent: CO (methanol). Run at time 24 hour. Product: N1N=C(C=C1)C=1C=C(C=NC1)C(=O)OC (methyl 5-(pyrazol-3-yl)-3-pyridinecarboxylate). As a reaction SMILES: C[N:2](C)[CH:3]=[CH:4][C:5]([C:7]1[CH:8]=[C:9]([C:13]([O:15][CH3:16])=[O:14])[CH:10]=[N:11][CH:12]=1)=O.C(O)(=O)C.O.[NH2:23]N>CO>[NH:2]1[CH:3]=[CH:4][C:5]([C:7]2[CH:8]=[C:9]([C:13]([O:15][CH3:16])=[O:14])[CH:10]=[N:11][CH:12]=2)=[N:23]1 |f:2.3|. Reported procedure: The mixture of methyl 5-(3-dimethylamino-1-oxo-2-propenyl)-3-pyridinecarboxylate (1.7 g), acetic acid (0.62 ml) and hydrazine monohydrate (0.53 ml) in methanol (34 ml) was stirred for 24 hours at ambient temperature, and the mixture was evaporated in vacuo. To the residue was added a mixture of tetrahydrofuran, ethyl acetate and water, and the mixture was adjusted to pH 9 with potassium carbonate. The separated organic layer was washed with brine and dried over magnesium sulfate. The solvent was... The reactants are Cl (HCl), [B] (boron), C=C(C)C (isobutene), C1(CCCC1)B(OC(C)C)OC(C)C (Cyclopentyldiisopropoxyborane), C(#CCCCCCC)[Li] (1octynyllithium). The solvent is C(C)OCC (ethyl ether), C(C)OCC (ethyl ether). The product is C1(CCCC1)B(OC(C)C)C#CCCCCCC (Cyclopentyl(1-octynyl)isopropoxyborane). Reaction SMILES: [CH:1]1([B:6]([O:11][CH:12]([CH3:14])[CH3:13])OC(C)C)[CH2:5][CH2:4][CH2:3][CH2:2]1.[C:15]([Li])#[C:16][CH2:17][CH2:18][CH2:19][CH2:20][CH2:21][CH3:22].Cl.[B].C=C(C)C>C(OCC)C>[CH:1]1([B:6]([C:15]#[C:16][CH2:17][CH2:18][CH2:19][CH2:20][CH2:21][CH3:22])[O:11][CH:12]([CH3:13])[CH3:14])[CH2:2][CH2:3][CH2:4][CH2:5]1. Procedure details: Cyclopentyldiisopropoxyborane (2.33 g, 37 mmol) in ethyl ether (37 mL) was added to an ethereal solution of 1octynyllithium (41 mmoL in 41 mL ethyl ether), then quenched with HCl in ethyl ether (12.0 mL, 41 mmol). Workup as described in Example 14 yielded 6.95 g (76%), bp 100°-102° C. (0.1 mm Hg); n20D 1.4557; proton NMR (CDCl3) δ4.63 (septet, J=18 Hz, 1H), 2.23 (triplet, 1H), 1.17 (d, J=18 HZ, 6H), 0.83 (triplet, 3H); boron NMR (EE) δ+41.2 ppm(s); mass spectrum (chemical ionization, isobutene) ... Reactants: solution, [OH-].[Na+] (sodium hydroxide), N1CC(CCC1)CO (3-piperidinemethanol), C(CCC)Br (butyl bromide). Solvent: C(C)O (ethanol). Yields the product C(CCC)N1CC(CCC1)CO (N-butyl-3-piperidinemethanol). The yield is 79.0%. RXN SMILES: [OH-].[Na+].[NH:3]1[CH2:8][CH2:7][CH2:6][CH:5]([CH2:9][OH:10])[CH2:4]1.[CH2:11](Br)[CH2:12][CH2:13][CH3:14]>C(O)C>[CH2:11]([N:3]1[CH2:8][CH2:7][CH2:6][CH:5]([CH2:9][OH:10])[CH2:4]1)[CH2:12][CH2:13][CH3:14] |f:0.1|. Procedure details: A] A 1N solution of sodium hydroxide (174 ml, 0.17 mole) was added to a mixture of 3-piperidinemethanol (20 g, 0.17 mole) and butyl bromide (23 ml, 0.2 mole) in ethanol (200 ml). The reaction mixture was refluxed for 4 hours, then the solvent was evaporated under vacuum. The aqueous solution was acidified with HCl and washed with ethyl ether, then treated with a 32% solution of sodium hydroxide to pH-12 and extracted with ethyl ether. The combined organic phases were anhydrified over sodium sulf... The reactants are C1(CCCCC1)[Sn](C1CCCCC1)(C1CCCCC1)C1CCCCC1 (tetracyclohexyltin), C1(=CC=CC=C1)C (toluene), O (water), [Sn](Cl)(Cl)(Cl)Cl (tin tetrachloride). Solvent: CCCCCC (hexane). Run at temperature 0 celsius. The product is C1(CCCCC1)[Sn](C1CCCCC1)(C1CCCCC1)Cl (tricyclohexyltin chloride). Isolated yield 79.4%. RXN SMILES: [CH:1]1([Sn:7](C2CCCCC2)([CH:14]2[CH2:19][CH2:18][CH2:17][CH2:16][CH2:15]2)[CH:8]2[CH2:13][CH2:12][CH2:11][CH2:10][CH2:9]2)[CH2:6][CH2:5][CH2:4][CH2:3][CH2:2]1.C1(C)C=CC=CC=1.[Sn](Cl)(Cl)(Cl)[Cl:34].O>CCCCCC>[CH:1]1([Sn:7]([Cl:34])([CH:14]2[CH2:19][CH2:18][CH2:17][CH2:16][CH2:15]2)[CH:8]2[CH2:13][CH2:12][CH2:11][CH2:10][CH2:9]2)[CH2:6][CH2:5][CH2:4][CH2:3][CH2:2]1. Procedure: 55.1 g of tetracyclohexyltin (122 mmol) and 50 ml of toluene were mixed together in a 200 ml eggplant type flask, and containing a stirrer. Then, 18.1 ml of tin tetrachloride (155 mmol) was added, and the mixture was refluxed for 3 hours. Upon completion of the reaction, the mixture was cooled to 0° C., and 30 ml of water and 50 ml of hexane were added. After the hexane layer was separated, the solid precipitate, which had been precipitated by removing the solvent under reduced pressure, was was... Starting materials: CN1C(=O)COc2cc3c(cc21)CCNCC3, Cc1ccc2c(-c3nnc(SCCCCl)n3C)cccc2n1. Yields the product Cc1ccc2c(-c3nnc(SCCCN4CCc5cc6c(cc5CC4)N(C)C(=O)CO6)n3C)cccc2n1, Cl. As a reaction SMILES: [CH3:1][N:2]1[C:3](=[O:17])[CH2:4][O:5][c:6]2[c:7]1[cH:8][c:9]1[c:10]([cH:16]2)[CH2:11][CH2:12][NH:13][CH2:14][CH2:15]1.[Cl:18][CH2:19][CH2:20][CH2:21][S:22][c:23]1[n:24]([CH3:39])[c:25](-[c:28]2[c:29]3[cH:30][cH:31][c:32]([CH3:38])[n:33][c:34]3[cH:35][cH:36][cH:37]2)[n:26][n:27]1>>[CH3:1][N:2]1[C:3](=[O:17])[CH2:4][O:5][c:6]2[c:7]1[cH:8][c:9]1[c:10]([cH:16]2)[CH2:11][CH2:12][N:13]([CH2:19][CH2:20][CH2:21][S:22][c:23]2[n:24]([CH3:39])[c:25](-[c:28]3[c:29]4[cH:30][cH:31][c:32]([CH3:38])[n:33][c:34]4[cH:35][cH:36][cH:37]3)[n:26][n:27]2)[CH2:14][CH2:15]1.[ClH:18].